Dataset: the Open Reaction Database (ORD), a public repository of structured organic reaction records. Task: describe an organic reaction: reactants, conditions, products, and yield Reactants: BrCc1ccccc1, O=C([O-])[O-], CCOC(=O)c1c(O)nn(C(C)C)c1Br, CN(C)C=O, Cl, [K+], [K+]. Product: CCOC(=O)c1c(OCc2ccccc2)nn(C(C)C)c1Br. As a reaction SMILES: [Br:22][CH2:23][c:24]1[cH:25][cH:26][cH:27][cH:28][cH:29]1.[C:16](=[O:17])([O-:18])[O-:19].[CH2:1]([CH3:2])[O:3][C:4](=[O:5])[c:6]1[c:7]([OH:15])[n:8][n:9]([CH:12]([CH3:13])[CH3:14])[c:10]1[Br:11].[CH3:31][N:32]([CH3:33])[CH:34]=[O:35].[ClH:30].[K+:20].[K+:21]>>[CH2:1]([CH3:2])[O:3][C:4](=[O:5])[c:6]1[c:7]([O:15][CH2:23][c:24]2[cH:25][cH:26][cH:27][cH:28][cH:29]2)[n:8][n:9]([CH:12]([CH3:13])[CH3:14])[c:10]1[Br:11]. The reactants are COC(=O)c1ccc(-c2ccc(OC)c(-c3ccc(C(F)(F)F)cc3CN3C(=O)OC(c4cc(F)c(F)c(F)c4)C3C)c2)c(C)c1, CO, [K+], [OH-]. Yields the product COc1ccc(-c2ccc(C(=O)O)cc2C)cc1-c1ccc(C(F)(F)F)cc1CN1C(=O)OC(c2cc(F)c(F)c(F)c2)C1C. Reaction SMILES: [CH3:1][O:2][c:3]1[c:4](-[c:20]2[c:21]([CH2:30][N:31]3[C:32](=[O:46])[O:33][CH:34]([c:37]4[cH:38][c:39]([F:45])[c:40]([F:44])[c:41]([F:43])[cH:42]4)[CH:35]3[CH3:36])[cH:22][c:23]([C:26]([F:27])([F:28])[F:29])[cH:24][cH:25]2)[cH:5][c:6](-[c:9]2[c:10]([CH3:19])[cH:11][c:12]([C:15](=[O:16])[O:17][CH3:18])[cH:13][cH:14]2)[cH:7][cH:8]1.[CH3:49][OH:50].[K+:48].[OH-:47]>>[CH3:1][O:2][c:3]1[c:4](-[c:20]2[c:21]([CH2:30][N:31]3[C:32](=[O:46])[O:33][CH:34]([c:37]4[cH:38][c:39]([F:45])[c:40]([F:44])[c:41]([F:43])[cH:42]4)[CH:35]3[CH3:36])[cH:22][c:23]([C:26]([F:27])([F:28])[F:29])[cH:24][cH:25]2)[cH:5][c:6](-[c:9]2[c:10]([CH3:19])[cH:11][c:12]([C:15](=[O:16])[OH:17])[cH:13][cH:14]2)[cH:7][cH:8]1. Starting materials: CC1CC(Oc2ccc([N+](=O)[O-])cc2Cl)CCN1C(=O)OC(C)(C)C, O=C([O-])[O-], C=O, O=CO, [K+], [K+]. Product: CC1CC(Oc2ccc([N+](=O)[O-])cc2Cl)CCN1C. As a reaction SMILES: [C:1]([O:2][C:6](=[O:3])[N:8]1[CH:9]([CH3:25])[CH2:10][CH:11]([O:14][c:15]2[c:16]([Cl:24])[cH:17][c:18]([N+:21](=[O:22])[O-:23])[cH:19][cH:20]2)[CH2:12][CH2:13]1)([CH3:4])([CH3:5])[CH3:7].[C:28](=[O:29])([O-:30])[O-:31].[CH2:26]=[O:27].[CH:34]([OH:35])=[O:36].[K+:32].[K+:33]>>[CH3:6][N:8]1[CH:9]([CH3:25])[CH2:10][CH:11]([O:14][c:15]2[c:16]([Cl:24])[cH:17][c:18]([N+:21](=[O:22])[O-:23])[cH:19][cH:20]2)[CH2:12][CH2:13]1. The reactants are Br, CCOCC, N=C(Sc1ccccc1)c1cccs1, Nc1ccc2nc(N)sc2c1. Product: N=C(Nc1ccc2nc(N)sc2c1)c1cccs1. RXN SMILES: [BrH:12].[CH3:27][CH2:28][O:29][CH2:30][CH3:31].[c:13]1([S:14][C:20](=[NH:21])[c:22]2[s:23][cH:24][cH:25][cH:26]2)[cH:15][cH:16][cH:17][cH:18][cH:19]1.[s:1]1[c:2]([NH2:11])[n:3][c:4]2[c:5]1[cH:6][c:7]([NH2:10])[cH:8][cH:9]2>>[s:1]1[c:2]([NH2:11])[n:3][c:4]2[c:5]1[cH:6][c:7]([NH:10][C:20](=[NH:21])[c:22]1[s:23][cH:24][cH:25][cH:26]1)[cH:8][cH:9]2. Starting materials: C1CCC2=NCCCN2CC1, Cc1cccc(CO)n1, COCCOC, Cc1ccc(-c2nc(N)nc(S(C)=O)c2C#N)o1. Product: Cc1cccc(COc2nc(N)nc(-c3ccc(C)o3)c2C#N)n1. RXN SMILES: [CH2:28]1[CH2:29][CH2:30][C:31]2=[N:36][CH2:35][CH2:34][CH2:33][N:32]2[CH2:37][CH2:38]1.[CH3:19][c:20]1[cH:21][cH:22][cH:23][c:24]([CH2:26][OH:27])[n:25]1.[CH3:39][O:40][CH2:41][CH2:42][O:43][CH3:44].[NH2:1][c:2]1[n:3][c:4](-[c:13]2[o:14][c:15]([CH3:18])[cH:16][cH:17]2)[c:5]([C:11]#[N:12])[c:6]([S:8]([CH3:9])=[O:10])[n:7]1>>[NH2:1][c:2]1[n:3][c:4](-[c:13]2[o:14][c:15]([CH3:18])[cH:16][cH:17]2)[c:5]([C:11]#[N:12])[c:6]([O:27][CH2:26][c:24]2[cH:23][cH:22][cH:21][c:20]([CH3:19])[n:25]2)[n:7]1. The reactants are O (Water), Br.NC1=CC=C(C=N1)O (6-aminopyridin-3-ol hydrobromide), C(C)OC(C(C)(C)Br)=O (ethyl-2-bromo-2-methylpropanate), C([O-])([O-])=O.[Cs+].[Cs+] (cesium carbonate). Run in C(C)(=O)OCC (ethyl acetate), C(C)#N (acetonitrile). Run at time 16 hour. The product is C(C)OC(C(C)(C)OC=1C=NC(=CC1)N)=O (2-(6-amino-pyridin-3-yloxy)-2-methyl -propionic Acid Ethyl Ester). Yield: 69.1%. Reaction SMILES: Br.[NH2:2][C:3]1[N:8]=[CH:7][C:6]([OH:9])=[CH:5][CH:4]=1.[CH2:10]([O:12][C:13](=[O:18])[C:14](Br)([CH3:16])[CH3:15])[CH3:11].C(=O)([O-])[O-].[Cs+].[Cs+].O>C(#N)C.C(OCC)(=O)C>[CH2:10]([O:12][C:13](=[O:18])[C:14]([O:9][C:6]1[CH:7]=[N:8][C:3]([NH2:2])=[CH:4][CH:5]=1)([CH3:16])[CH3:15])[CH3:11] |f:0.1,3.4.5|. Reported procedure: To a flask containing 6-aminopyridin-3-ol hydrobromide (2 g, 10.5 mmol) and ethyl-2-bromo-2-methylpropanate (2.04 g, 10.5 mmol) in anhydrous acetonitrile (25 ml) was added cesium carbonate (10.7 g, 33 mmol) and the material was stirred for 16 hours under argon atmosphere. Water (60 ml) and ethyl acetate (60 ml) were added and the material was shaken in a separatory funnel. The organic phase was collected and the aqueous phase was back extracted with ethyl acetate (2×50 ml). The combined organic ... Reactants: C(CCCCCCCCCCCCCCCCC)(=O)O (stearic acid), CCCCC/C=C\C/C=C\CCCCCCCC(=O)O (linoleic), C18:3, CCCCC/C=C\C/C=C\CCCCCCCC(=O)O (linoleic). The product is C(CCCCCCCCCCCCCCC)(=O)O (palmitic acid). RXN SMILES: [C:1]([OH:20])(=[O:19])[CH2:2][CH2:3][CH2:4][CH2:5][CH2:6][CH2:7][CH2:8][CH2:9][CH2:10][CH2:11][CH2:12][CH2:13][CH2:14][CH2:15][CH2:16]CC.CCCCC/C=C\C/C=C\CCCCCCCC(O)=O>>[C:1]([OH:20])(=[O:19])[CH2:2][CH2:3][CH2:4][CH2:5][CH2:6][CH2:7][CH2:8][CH2:9][CH2:10][CH2:11][CH2:12][CH2:13][CH2:14][CH2:15][CH3:16]. Reported procedure: from about 40 to about 70% stearic acid; from about 20 to about 50% oleic and elaidic (C18:3) acids; less than about 12% linoleic (C18:3) acid; and less than about 0.6% linolenic (C18:3) acid. The reactants are O=C([O-])[O-], CCCCO, C1COCCO1, N#CCCl, [I-], [K+], [K+], [K+], c1ccc(C2(c3ccccc3)CCNCC2)cc1. The product is N#CCN1CCC(c2ccccc2)(c2ccccc2)CC1. Reaction SMILES: [C:23](=[O:24])([O-:25])[O-:26].[CH2:31]([OH:32])[CH2:33][CH2:34][CH3:35].[CH2:36]1[O:37][CH2:38][CH2:39][O:40][CH2:41]1.[Cl:19][CH2:20][C:21]#[N:22].[I-:30].[K+:27].[K+:28].[K+:29].[c:1]1([C:7]2([c:13]3[cH:14][cH:15][cH:16][cH:17][cH:18]3)[CH2:8][CH2:9][NH:10][CH2:11][CH2:12]2)[cH:2][cH:3][cH:4][cH:5][cH:6]1>>[c:1]1([C:7]2([c:13]3[cH:14][cH:15][cH:16][cH:17][cH:18]3)[CH2:8][CH2:9][N:10]([CH2:20][C:21]#[N:22])[CH2:11][CH2:12]2)[cH:2][cH:3][cH:4][cH:5][cH:6]1. The reactants are BrB(Br)Br, COc1ccc(Nc2ncc(-c3ccsc3)s2)c(C)c1, CO, ClCCl, Oc1ccc(-c2cnc(Nc3ccc(OCCN4CCCC4)cc3)s2)cc1. Product: Cc1cc(O)ccc1Nc1ncc(-c2ccsc2)s1. As a reaction SMILES: [B:48]([Br:49])([Br:50])[Br:51].[CH3:28][O:29][c:30]1[cH:31][c:32]([CH3:47])[c:33]([NH:36][c:37]2[s:38][c:39](-[c:42]3[cH:43][s:44][cH:45][cH:46]3)[cH:40][n:41]2)[cH:34][cH:35]1.[CH3:55][OH:56].[Cl:52][CH2:53][Cl:54].[N:1]1([CH2:2][CH2:3][O:4][c:5]2[cH:6][cH:7][c:8]([NH:9][c:10]3[s:11][c:12](-[c:13]4[cH:14][cH:15][c:16]([OH:17])[cH:18][cH:19]4)[cH:20][n:21]3)[cH:22][cH:23]2)[CH2:24][CH2:25][CH2:26][CH2:27]1>>[OH:29][c:30]1[cH:31][c:32]([CH3:47])[c:33]([NH:36][c:37]2[s:38][c:39](-[c:42]3[cH:43][s:44][cH:45][cH:46]3)[cH:40][n:41]2)[cH:34][cH:35]1.